From a dataset of the Open Reaction Database (ORD), a public repository of structured organic reaction records. describe an organic reaction: reactants, conditions, products, and yield The reactants are CCO, O=C(Nc1cccc(Oc2ccc3nc(NC(=O)C(F)(F)F)cn3c2)c1)c1cccc(C(F)(F)F)c1, [Na+], [OH-], O. Product: Nc1cn2cc(Oc3cccc(NC(=O)c4cccc(C(F)(F)F)c4)c3)ccc2n1. As a reaction SMILES: [CH3:40][CH2:41][OH:42].[F:1][C:2]([F:3])([F:4])[C:35]([NH:5][c:6]1[n:7][c:8]2[n:9]([cH:10][c:11]([O:14][c:15]3[cH:16][c:17]([NH:21][C:22]([c:23]4[cH:24][c:25]([C:29]([F:30])([F:31])[F:32])[cH:26][cH:27][cH:28]4)=[O:33])[cH:18][cH:19][cH:20]3)[cH:12][cH:13]2)[cH:34]1)=[O:36].[Na+:38].[OH-:37].[OH2:39]>>[NH2:5][c:6]1[n:7][c:8]2[n:9]([cH:10][c:11]([O:14][c:15]3[cH:16][c:17]([NH:21][C:22]([c:23]4[cH:24][c:25]([C:29]([F:30])([F:31])[F:32])[cH:26][cH:27][cH:28]4)=[O:33])[cH:18][cH:19][cH:20]3)[cH:12][cH:13]2)[cH:34]1. The reactants are O=[N+]([O-])c1ccc(OCc2ccccc2)c(I)c1, CC(=O)O, [Fe], O. Yields the product Nc1ccc(OCc2ccccc2)c(I)c1. RXN SMILES: [CH2:1]([c:2]1[cH:3][cH:4][cH:5][cH:6][cH:7]1)[O:8][c:9]1[c:10]([I:18])[cH:11][c:12]([N+:15]([O-:16])=[O:17])[cH:13][cH:14]1.[CH3:20][C:21](=[O:22])[OH:23].[Fe:24].[OH2:19]>>[CH2:1]([c:2]1[cH:3][cH:4][cH:5][cH:6][cH:7]1)[O:8][c:9]1[c:10]([I:18])[cH:11][c:12]([NH2:15])[cH:13][cH:14]1.